From a dataset of the Open Reaction Database (ORD), a public repository of structured organic reaction records. describe an organic reaction: reactants, conditions, products, and yield Starting materials: COC(C1=CC=C2CCCN(C2=N1)C(=O)OC1=CC=CC=C1)OC (phenyl 7-(dimethoxymethyl)-3,4-dihydro-1,8-naphthyridine-1(2H)-carboxylate), NC1=CC(=C(C=N1)C#N)C#N (6-aminopyridine-3,4-dicarbonitrile), intermediate 2. Product: C(#N)C1=CC(=NC=C1C#N)NC(=O)N1CCCC2=CC=C(N=C12)C(OC)OC (N-(4,5-dicyanopyridin-2-yl)-7-(dimethoxymethyl)-3,4-dihydro-1,8-naphthyridine-1(2H)-carboxamide). Reaction SMILES: [CH3:1][O:2][CH:3]([O:23][CH3:24])[C:4]1[N:13]=[C:12]2[C:7]([CH2:8][CH2:9][CH2:10][N:11]2[C:14]([O:16]C2C=CC=CC=2)=O)=[CH:6][CH:5]=1.[NH2:25][C:26]1[N:31]=[CH:30][C:29]([C:32]#[N:33])=[C:28]([C:34]#[N:35])[CH:27]=1>>[C:34]([C:28]1[C:29]([C:32]#[N:33])=[CH:30][N:31]=[C:26]([NH:25][C:14]([N:11]2[C:12]3[C:7](=[CH:6][CH:5]=[C:4]([CH:3]([O:2][CH3:1])[O:23][CH3:24])[N:13]=3)[CH2:8][CH2:9][CH2:10]2)=[O:16])[CH:27]=1)#[N:35]. Procedure: From intermediate 3 and 6-aminopyridine-3,4-dicarbonitrile, reacted in an analogous manner to the preparation of intermediate 2. (UPLC-MS 1) tR 1.15 min, ESI-MS 379.1 [M+H]+. Reactants: BrC1CC1, O=C([O-])[O-], CS(C)=O, [I-], [K+], [K+], [Na+], [Na+], O=S1(=O)CCN2C=CC=C(c3ccc(O)cc3)C2=N1, [OH-]. Product: O=S1(=O)CCN2C=CC=C(c3ccc(OC4CC4)cc3)C2=N1. Reaction SMILES: [Br:7][CH:8]1[CH2:9][CH2:10]1.[C:1](=[O:2])([O-:3])[O-:4].[CH3:34][S:35]([CH3:36])=[O:37].[I-:31].[K+:5].[K+:6].[Na+:30].[Na+:33].[O:11]=[S:12]1(=[O:29])[N:13]=[C:14]2[N:15]([CH2:16][CH2:17]1)[CH:18]=[CH:19][CH:20]=[C:21]2[c:22]1[cH:23][cH:24][c:25]([OH:28])[cH:26][cH:27]1.[OH-:32]>>[CH:8]1([O:28][c:25]2[cH:24][cH:23][c:22]([C:21]3=[CH:20][CH:19]=[CH:18][N:15]4[C:14]3=[N:13][S:12](=[O:11])(=[O:29])[CH2:17][CH2:16]4)[cH:27][cH:26]2)[CH2:9][CH2:10]1. Solvent: O (water). Reaction conditions: temperature 110 celsius. Reactants: C(C)(C)(C)OC(=O)COC=1C(=C2C(CC(OC2=C(C1C)C)(C)COC1=CC=C(C=C1)CC(C(=O)OCC)Cl)=O)C (ethyl 3-[4-(6-t-butoxycarbonylmethoxy-2,5,7,8-tetramethyl-4-oxochroman-2-ylmethoxy)phenyl]-2-chloropropionate), NC(=S)N (thiourea), S1(=O)(=O)CCCC1 (sulfolane), Cl (hydrochloric acid), COCCO (2-methoxyethanol). As a reaction SMILES: [C:1]([O:5][C:6]([CH2:8][O:9][C:10]1[C:11]([CH3:40])=[C:12]2[C:17](=[C:18]([CH3:21])[C:19]=1[CH3:20])[O:16][C:15]([CH2:23][O:24][C:25]1[CH:30]=[CH:29][C:28]([CH2:31][CH:32](Cl)[C:33](OCC)=[O:34])=[CH:27][CH:26]=1)([CH3:22])[CH2:14][C:13]2=[O:39])=[O:7])([CH3:4])(C)C.[NH2:41][C:42](N)=[S:43].S1(CCCC1)(=O)=[O:46].Cl.[CH3:53][O:54]CCO>O>[O:46]=[C:42]1[NH:41][C:33](=[O:34])[CH:32]([CH2:31][C:28]2[CH:29]=[CH:30][C:25]([O:24][CH2:23][C:15]3([CH3:22])[CH2:14][C:13](=[O:39])[C:12]4[C:17](=[C:18]([CH3:21])[C:19]([CH3:20])=[C:10]([O:9][CH2:8][C:6]([O:5][CH2:1][CH2:4][O:54][CH3:53])=[O:7])[C:11]=4[CH3:40])[O:16]3)=[CH:26][CH:27]=2)[S:43]1. Yields the product O=C1SC(C(N1)=O)CC1=CC=C(OCC2(OC3=C(C(=C(C(=C3C(C2)=O)C)OCC(=O)OCCOC)C)C)C)C=C1 (2-Methoxyethyl α-{2-[4-(2,4-dioxothiazolidin-5-ylmethyl)phenoxymethyl]-2,5,7,8-tetramethyl -4-oxochroman-6-yloxy}acetate). Procedure details: A mixture of 13 g of ethyl 3-[4-(6-t-butoxycarbonylmethoxy-2,5,7,8-tetramethyl-4-oxochroman-2-ylmethoxy)phenyl]-2-chloropropionate (prepared as described in Preparation 64), 2.6 g of thiourea and 15 ml of sulfolane was heated under a nitrogen stream at 120°-130° C. for 5 hours. 30 ml of 2N aqueous hydrochloric acid and 60 ml of 2-methoxyethanol were added to the resulting mixture, which was then heated at 110° C. for 3 hours. The reaction mixture was then poured into water and extracted with eth... Reactants: CC=CCC1C(=O)c2cc(C)ccc2C12CCCC2, CO, ClCCl, O=[O+][O-]. Product: Cc1ccc2c(c1)C(=O)C(CC=O)C21CCCC1. As a reaction SMILES: [CH2:4]([CH:5]=[CH:6][CH3:7])[CH:8]1[C:9](=[O:22])[c:10]2[cH:11][c:12]([CH3:21])[cH:13][cH:14][c:15]2[C:16]12[CH2:17][CH2:18][CH2:19][CH2:20]2.[CH3:26][OH:27].[Cl:23][CH2:24][Cl:25].[O-:1][O+:2]=[O:3]>>[O:1]=[CH:5][CH2:4][CH:8]1[C:9](=[O:22])[c:10]2[cH:11][c:12]([CH3:21])[cH:13][cH:14][c:15]2[C:16]12[CH2:17][CH2:18][CH2:19][CH2:20]2. Reactants: C=O (Formaldehyde), Cl (HCl), ClC=1C=C(C=C(C1)F)O (3-Chloro-5-fluorophenol), [OH-].[K+] (potassium hydroxide). Solvent: O (H2O), O (H2O). Conditions: temperature 60 celsius, time 8 hour. Product: ClC=1C=C(C=C(C1CO)F)O (3-chloro-5-fluoro-4-(hydroxymethyl)phenol). The yield is 39.4%. As a reaction SMILES: [Cl:1][C:2]1[CH:3]=[C:4]([OH:9])[CH:5]=[C:6]([F:8])[CH:7]=1.[OH-:10].[K+].[CH2:12]=O.Cl>O>[Cl:1][C:2]1[CH:3]=[C:4]([OH:9])[CH:5]=[C:6]([F:8])[C:7]=1[CH2:12][OH:10] |f:1.2|. Reported procedure: 3-Chloro-5-fluorophenol (703 mg, 4.8 mmol) was added to a solution of potassium hydroxide (297 mg, 5.3 mmol) in H2O (1.45 mL) and heated at 60° C. Formaldehyde (37 wt % in H2O, 0.74 mL, 9.12 mmol) in H2O (1.45 mL) was added dropwise and the reaction mixture left to stir at 40° C. overnight. The reaction mixture was cooled to rt and conc. HCl (approximately 6 mL) was added. The resultant precipitate was filtered, washed with H2O and dried to yield the title compound as a cream solid (334 mg, 1.89...